Dataset: the Open Reaction Database (ORD), a public repository of structured organic reaction records. Task: describe an organic reaction: reactants, conditions, products, and yield The reactants are CN1CCC(CO)CC1, COc1ccc(N2CCNCC2)cc1, CCN(C(C)C)C(C)C, O=C(Cl)Oc1ccc([N+](=O)[O-])cc1, ClCCl, CN(C)C=O. The product is COc1ccc(N2CCN(C(=O)OCC3CCN(C)CC3)CC2)cc1. As a reaction SMILES: [CH3:1][N:2]1[CH2:3][CH2:4][CH:5]([CH2:8][OH:9])[CH2:6][CH2:7]1.[CH3:23][O:24][c:25]1[cH:26][cH:27][c:28]([N:31]2[CH2:32][CH2:33][NH:34][CH2:35][CH2:36]2)[cH:29][cH:30]1.[CH:37]([N:38]([CH2:39][CH3:40])[CH:41]([CH3:42])[CH3:43])([CH3:44])[CH3:45].[Cl:10][C:11](=[O:12])[O:13][c:14]1[cH:15][cH:16][c:17]([N+:18]([O-:19])=[O:20])[cH:21][cH:22]1.[Cl:46][CH2:47][Cl:48].[O:49]=[CH:50][N:51]([CH3:52])[CH3:53]>>[CH3:1][N:2]1[CH2:3][CH2:4][CH:5]([CH2:8][O:9][C:11](=[O:12])[N:34]2[CH2:33][CH2:32][N:31]([c:28]3[cH:27][cH:26][c:25]([O:24][CH3:23])[cH:30][cH:29]3)[CH2:36][CH2:35]2)[CH2:6][CH2:7]1. Reactants: COC(C(C(=O)OC)C(CC)(CC)CC)=O (2-(1,1-diethyl-propyl)-malonic acid dimethyl ester), [Li+].[Cl-] (LiCl), O (H2O), ice water. Run in CS(=O)C (DMSO). Conditions: temperature 170 celsius. Yields the product COC(CC(CC)(CC)CC)=O (3,3-diethyl-pentanoic acid methyl ester). Isolated yield 100.3%. Reaction SMILES: [CH3:1][O:2][C:3](=[O:16])[CH:4]([C:9]([CH2:14][CH3:15])([CH2:12][CH3:13])[CH2:10][CH3:11])C(OC)=O.[Li+].[Cl-].O>CS(C)=O>[CH3:1][O:2][C:3](=[O:16])[CH2:4][C:9]([CH2:14][CH3:15])([CH2:12][CH3:13])[CH2:10][CH3:11] |f:1.2|. Procedure details: Step C To a solution of 2-(1,1-diethyl-propyl)-malonic acid dimethyl ester (2.5 g, 11 mmol) in DMSO (30 mL) was added LiCl (0.91 g, 21.6 mmol) and H2O (0.19 mL, 11 mmol). The reaction mixture was heated at 170° C. for 4 h, then poured into a ice-water, extracted with ethyl acetate. The organic layer were separated, washed with water, brine, dried over MgSO4, and concentrated to give 3,3-diethyl-pentanoic acid methyl ester as a yellow oil (1.9 g, 100%). Reactants: C1(=CC=CC=C1)C(C1=CC=CC=C1)=NC(C(=O)OCC)C=1C=NC=NC1 (ethyl [(diphenylmethylene)amino](pyrimidin-5-yl)acetate), [H-].[Na+] (sodium hydride), O (water), CI (methyl iodide). Run in CN(C)C=O (DMF). Run at time 30 minute. Product: C1(=CC=CC=C1)C(C1=CC=CC=C1)=NC(C(=O)OCC)(C)C=1C=NC=NC1 (ethyl 2-[(diphenylmethylene)amino]-2-(pyrimidin-5-yl)propanoate). As a reaction SMILES: [C:1]1([C:7](=[N:14][CH:15]([C:21]2[CH:22]=[N:23][CH:24]=[N:25][CH:26]=2)[C:16]([O:18][CH2:19][CH3:20])=[O:17])[C:8]2[CH:13]=[CH:12][CH:11]=[CH:10][CH:9]=2)[CH:6]=[CH:5][CH:4]=[CH:3][CH:2]=1.[H-].[Na+].[CH3:29]I.O>CN(C=O)C>[C:1]1([C:7](=[N:14][C:15]([C:21]2[CH:22]=[N:23][CH:24]=[N:25][CH:26]=2)([CH3:29])[C:16]([O:18][CH2:19][CH3:20])=[O:17])[C:8]2[CH:13]=[CH:12][CH:11]=[CH:10][CH:9]=2)[CH:6]=[CH:5][CH:4]=[CH:3][CH:2]=1 |f:1.2|. Reported procedure: To a solution of 456 mg of ethyl [(diphenylmethylene)amino](pyrimidin-5-yl)acetate in 4.5 ml of DMF was added 69 mg of sodium hydride (55% mineral oil included) under ice-cooling, followed by stirring for 30 minutes. To the reaction mixture was added 0.1 ml of methyl iodide, followed by stirring at room temperature for 1.5 hours. To the reaction mixture was added water, followed by extraction with ethyl acetate. The organic layer was washed with water and a saturated aqueous sodium chloride solu... The solvent is C(C)O (ethanol). As a reaction SMILES: [C:1]1([CH2:7][CH:8]=O)[CH:6]=[CH:5][CH:4]=[CH:3][CH:2]=1.[CH2:10]1[C:15](=[O:16])[O:14][CH2:13][C:11]1=O.[CH2:17]1[O:26][C:25]2[CH:24]=[CH:23][C:21]([NH2:22])=[CH:20][C:19]=2[O:18]1>C(O)C>[CH2:7]([CH:8]1[C:23]2[CH:24]=[C:25]3[O:26][CH2:17][O:18][C:19]3=[CH:20][C:21]=2[NH:22][C:11]2[CH2:13][O:14][C:15](=[O:16])[C:10]1=2)[C:1]1[CH:6]=[CH:5][CH:4]=[CH:3][CH:2]=1. Reported procedure: 10 mmol of phenylacetaldehyde and 10 mmol of tetronic acid are added to 10 mmol of 3,4-methylenedioxyaniline dissolved in ethanol, then the reaction mixture is heated at reflux for the night. After returning to ambient temperature, the precipitate obtained is filtered and then washed with ethanol to yield the expected product. Product: C(C1=CC=CC=C1)C1C2=C(NC=3C=C4C(=CC13)OCO4)COC2=O ((±)-9-Benzyl-6,7-methylenedioxy-4,9-dihydrofuro[3,4-b]quinolin-1(3H)-one). Reactants: C1(=CC=CC=C1)CC=O (phenylacetaldehyde), C1C(=O)COC1=O (tetronic acid), C1OC=2C=C(N)C=CC2O1 (3,4-methylenedioxyaniline). Reactants: O (water), Cl.ClCCN1CCOCC1 (4-(2-Chloroethyl)morpholine hydrochloride), S1C=CC=2C1=CC=CC2O (1-benzothiophene-4-ol), C([O-])([O-])=O.[K+].[K+] (potassium carbonate), CN(C=O)C (dimethylformamide). Reaction conditions: temperature 80 celsius, time 6 hour. Yields the product S1C=CC2=C1C=CC=C2OCCC2CNCCO2 (2-[(1-Benzothien-4-yloxy)ethyl]morpholine). As a reaction SMILES: Cl.ClCC[N:5]1[CH2:10][CH2:9][O:8][CH2:7][CH2:6]1.[S:11]1[C:15]2=[CH:16][CH:17]=[CH:18][C:19](O)=[C:14]2[CH:13]=[CH:12]1.[C:21](=[O:24])([O-])[O-].[K+].[K+].O.[CH3:28]N(C)C=O>>[S:11]1[C:15]2[CH:16]=[CH:17][CH:18]=[C:19]([O:24][CH2:21][CH2:28][CH:9]3[O:8][CH2:7][CH2:6][NH:5][CH2:10]3)[C:14]=2[CH:13]=[CH:12]1 |f:0.1,3.4.5|. Procedure details: 4-(2-Chloroethyl)morpholine hydrochloride (0.74 g), 1-benzothiophene-4-ol (0.5 g) and potassium carbonate (1.1 g) in dimethylformamide (15 ml) were heated and stirred at 80° C. for 6 h. After cooling, the mixture was poured into water and extracted twice with ethyl acetate. The combined solvent phase was washed twice with brine, dried (magnesium sulphate) and evaporated to give the product (0.7 g). Starting materials: FC=1C=CC(=C(C1)/C=C/C(=O)OCC)CC=1C=C2C=CNC2=CC1 (Ethyl (E)-3-[5-fluoro-2(indol-5-ylmethyl)phenyl]-2-propenoate), C(C1=CC=CC=C1)Br (benzyl bromide). Yields the product FC=1C=CC(=C(C1)/C=C/C(=O)OCC)CC=1C=C2C=CN(C2=CC1)CC1=CC=CC=C1 (Ethyl (E)-3-(5-fluoro-2-{[1-benzylindol-5-yl]methyl}phenyl)-2-propenoate). As a reaction SMILES: [F:1][C:2]1[CH:3]=[CH:4][C:5]([CH2:15][C:16]2[CH:17]=[C:18]3[C:22](=[CH:23][CH:24]=2)[NH:21][CH:20]=[CH:19]3)=[C:6](/[CH:8]=[CH:9]/[C:10]([O:12][CH2:13][CH3:14])=[O:11])[CH:7]=1.[CH2:25](Br)[C:26]1[CH:31]=[CH:30][CH:29]=[CH:28][CH:27]=1>>[F:1][C:2]1[CH:3]=[CH:4][C:5]([CH2:15][C:16]2[CH:17]=[C:18]3[C:22](=[CH:23][CH:24]=2)[N:21]([CH2:25][C:26]2[CH:31]=[CH:30][CH:29]=[CH:28][CH:27]=2)[CH:20]=[CH:19]3)=[C:6](/[CH:8]=[CH:9]/[C:10]([O:12][CH2:13][CH3:14])=[O:11])[CH:7]=1. Reported procedure: The indole of Step 1 (621 mg; 1.92 mmol) was coupled with benzyl bromide according to the procedure described in step 1 of example 2 to yield 678 mg of the title compound.